The task is: describe an organic reaction: reactants, conditions, products, and yield. This data is from the Open Reaction Database (ORD), a public repository of structured organic reaction records. Starting materials: BrC=1C=C2C(=NC1)NC=C2C (5-bromo-3-methyl-1H-pyrrolo[2,3-b]pyridine), [H-].[Na+] (NaH), [Na+].[Cl-] (NaCl), BrC1=CC=C(C=C1)S(=O)(=O)Cl (4-bromophenylsulfonyl chloride). Solvent: C1CCOC1 (THF), CCOC(=O)C (EtOAc), Petroleum ether. Conditions: time 1.5 hour. Yields the product BrC=1C=C2C(=NC1)N(C=C2C)S(=O)(=O)C2=CC=CC=C2 (5-bromo-3-methyl-1-(phenylsulfonyl)-1H-pyrrolo[2,3-b]pyridine). Isolated yield 40.1%. Reaction SMILES: [Br:1][C:2]1[CH:3]=[C:4]2[C:10]([CH3:11])=[CH:9][NH:8][C:5]2=[N:6][CH:7]=1.[H-].[Na+].Br[C:15]1[CH:20]=[CH:19][C:18]([S:21](Cl)(=[O:23])=[O:22])=[CH:17][CH:16]=1.[Na+].[Cl-]>C1COCC1.CCOC(C)=O>[Br:1][C:2]1[CH:3]=[C:4]2[C:10]([CH3:11])=[CH:9][N:8]([S:21]([C:18]3[CH:19]=[CH:20][CH:15]=[CH:16][CH:17]=3)(=[O:23])=[O:22])[C:5]2=[N:6][CH:7]=1 |f:1.2,4.5|. Reported procedure: To a solution of 5-bromo-3-methyl-1H-pyrrolo[2,3-b]pyridine (B-6-1) (1.2 g, 5.68 mmol) in THF (30 mL) was added NaH (0.34 g, 8.5 mmol) under N2 at 0° C., 4-bromophenylsulfonyl chloride (1.2 g, 6.8 mmol) was added 30 minutes later. The mixture was stirred at room temperature for 1.5 h. TLC (Petroleum ether: EtOAc=5:1) showed that the reaction was complete. Saturated aqueous NaCl (10 mL) was added, and the mixture was filtered to give 5-bromo-3-methyl-1-(phenylsulfonyl)-1H-pyrrolo[2,3-b]pyridine (... Reaction SMILES: [CH2:21]([CH3:22])[N:23]([C:24](=[O:25])[c:26]1[s:27][c:28]([C:31](=[O:32])[NH:33][NH2:34])[cH:29][cH:30]1)[CH2:35][CH3:36].[CH3:48][CH:49]([OH:50])[CH3:51].[OH:1][c:2]1[c:3]([C:18]([CH3:19])=[O:20])[n:4][n:5]([CH3:17])[c:6]1-[c:7]1[cH:8][cH:9][c:10]([C:13]([F:14])([F:15])[F:16])[cH:11][cH:12]1.[c:37]1([CH3:38])[cH:39][cH:40][c:41]([S:42]([OH:43])(=[O:44])=[O:45])[cH:46][cH:47]1>>[OH:1][c:2]1[c:3]([C:18]([CH3:19])=[N:34][NH:33][C:31]([c:28]2[s:27][c:26]([C:24]([N:23]([CH2:21][CH3:22])[CH2:35][CH3:36])=[O:25])[cH:30][cH:29]2)=[O:32])[n:4][n:5]([CH3:17])[c:6]1-[c:7]1[cH:8][cH:9][c:10]([C:13]([F:14])([F:15])[F:16])[cH:11][cH:12]1. Yields the product CCN(CC)C(=O)c1ccc(C(=O)NN=C(C)c2nn(C)c(-c3ccc(C(F)(F)F)cc3)c2O)s1. Reactants: CCN(CC)C(=O)c1ccc(C(=O)NN)s1, CC(C)O, CC(=O)c1nn(C)c(-c2ccc(C(F)(F)F)cc2)c1O, Cc1ccc(S(=O)(=O)O)cc1. Reactants: Cc1cnc(C(=O)O)cn1, CCCCN(CCCC)CCCC, CCOC(=O)Cl, N, C1COCCO1. The product is Cc1cnc(C(N)=O)cn1. Reaction SMILES: [C:1](=[O:2])([OH:3])[c:4]1[n:5][cH:6][c:7]([CH3:10])[n:8][cH:9]1.[CH3:24][CH2:25][CH2:26][CH2:27][N:28]([CH2:29][CH2:30][CH2:31][CH3:32])[CH2:33][CH2:34][CH2:35][CH3:36].[Cl:11][C:12]([O:13][CH2:14][CH3:15])=[O:16].[NH3:17].[O:18]1[CH2:19][CH2:20][O:21][CH2:22][CH2:23]1>>[C:1](=[O:2])([c:4]1[n:5][cH:6][c:7]([CH3:10])[n:8][cH:9]1)[NH2:17]. Reactants: Cc1cn(C2CC(ON3C(=O)c4ccccc4C3=O)C(CO[Si](C)(C)C(C)(C)C)O2)c(=O)[nH]c1=O, CNN, ClCCl. Yields the product Cc1cn(C2CC(ON)C(CO[Si](C)(C)C(C)(C)C)O2)c(=O)[nH]c1=O. As a reaction SMILES: [C:4]([CH3:5])([CH3:6])([CH3:7])[Si:8]([O:9][CH2:10][CH:11]1[CH:12]([O:25][N:26]2[C:27](=[O:28])[c:29]3[cH:30][cH:31][cH:32][cH:33][c:34]3[C:35]2=[O:36])[CH2:13][CH:14]([n:16]2[c:17](=[O:18])[nH:19][c:20](=[O:21])[c:22]([CH3:23])[cH:24]2)[O:15]1)([CH3:37])[CH3:38].[CH3:1][NH:2][NH2:3].[Cl:39][CH2:40][Cl:41]>>[C:4]([CH3:5])([CH3:6])([CH3:7])[Si:8]([O:9][CH2:10][CH:11]1[CH:12]([O:25][NH2:26])[CH2:13][CH:14]([n:16]2[c:17](=[O:18])[nH:19][c:20](=[O:21])[c:22]([CH3:23])[cH:24]2)[O:15]1)([CH3:37])[CH3:38]. The reactants are NC[C@@H]1[C@H]2C[C@H]2CN1C(=O)C=1N=C(SC1C=1C=C(C=CC1)C)C (((1S,2S,5R)-2-Aminomethyl-3-aza-bicyclo[3.1.0]hex-3-yl)-(2-methyl-5-m-tolyl-thiazol-4-yl)-methanone), ClC=1C=C(C(=O)O)C=CC1 (3-Chloro-benzoic acid). Product: ClC=1C=C(C(=O)NC[C@@H]2[C@H]3C[C@H]3CN2C(=O)C=2N=C(SC2C=2C=C(C=CC2)C)C)C=CC1 (3-Chloro-N-[(1S,2S,5R)-3-(2-methyl-5-m-tolyl-thiazole-4-carbonyl)-3-aza-bicyclo[3.1.0]hex-2-ylmethyl]-benzamide). As a reaction SMILES: [NH2:1][CH2:2][C@H:3]1[N:8]([C:9]([C:11]2[N:12]=[C:13]([CH3:23])[S:14][C:15]=2[C:16]2[CH:17]=[C:18]([CH3:22])[CH:19]=[CH:20][CH:21]=2)=[O:10])[CH2:7][C@H:6]2[C@@H:4]1[CH2:5]2.[Cl:24][C:25]1[CH:26]=[C:27]([CH:31]=[CH:32][CH:33]=1)[C:28](O)=[O:29]>>[Cl:24][C:25]1[CH:26]=[C:27]([CH:31]=[CH:32][CH:33]=1)[C:28]([NH:1][CH2:2][C@H:3]1[N:8]([C:9]([C:11]2[N:12]=[C:13]([CH3:23])[S:14][C:15]=2[C:16]2[CH:17]=[C:18]([CH3:22])[CH:19]=[CH:20][CH:21]=2)=[O:10])[CH2:7][C@H:6]2[C@@H:4]1[CH2:5]2)=[O:29]. Procedure details: prepared by reaction of ((1S,2S,5R)-2-Aminomethyl-3-aza-bicyclo[3.1.0]hex-3-yl)-(2-methyl-5-m-tolyl-thiazol-4-yl)-methanone with 3-Chloro-benzoic acid. Starting materials: C(C)OC(=O)C=1C=C(C=CC1)C1=CC=C(C=C1)CSCCOC1=CC=CC=C1 (4′-(2-phenoxy-ethylsulfanylmethyl)-biphenyl-3-carboxylic acid ethyl ester), C(C)OC(=O)C=1C(=CC=CC1)C1=CC(=CC=C1)CSCCO (3′-(2-Hydroxy-ethylsulfanylmethyl)-biphenyl-2-carboxylic acid ethyl ester), C1(=CC=CC=C1)O (phenol), C1(=CC=CC=C1)P(C1=CC=CC=C1)C1=CC=CC=C1 (triphenylphosphine), diisopropyl azidocarboxylate. The solvent is C1CCOC1 (THF). Product: C(C)OC(=O)C=1C(=CC=CC1)C1=CC(=CC=C1)CSCCOC1=CC=CC=C1 (3′-(2-Phenoxy-ethylsulfanylmethyl)-biphenyl-2-carboxylic acid ethyl ester). As a reaction SMILES: C(OC(C1C=C([C:12]2[CH:17]=[CH:16][C:15]([CH2:18][S:19][CH2:20][CH2:21][O:22][C:23]3[CH:28]=[CH:27][CH:26]=[CH:25][CH:24]=3)=[CH:14][CH:13]=2)C=CC=1)=O)C.[CH2:29]([O:31][C:32]([C:34]1[C:35](C2C=CC=C(CSCCO)C=2)=[CH:36][CH:37]=[CH:38][CH:39]=1)=[O:33])[CH3:30].C1(O)C=CC=CC=1.C1(P(C2C=CC=CC=2)C2C=CC=CC=2)C=CC=CC=1>C1COCC1>[CH2:29]([O:31][C:32]([C:34]1[C:39]([C:17]2[CH:12]=[CH:13][CH:14]=[C:15]([CH2:18][S:19][CH2:20][CH2:21][O:22][C:23]3[CH:24]=[CH:25][CH:26]=[CH:27][CH:28]=3)[CH:16]=2)=[CH:38][CH:37]=[CH:36][CH:35]=1)=[O:33])[CH3:30]. Procedure: 3′-(2-Phenoxy-ethylsulfanylmethyl)-biphenyl-2-carboxylic acid ethyl ester was prepared as described for 4′-(2-phenoxy-ethylsulfanylmethyl)-biphenyl-3-carboxylic acid ethyl ester. 3′-(2-Hydroxy-ethylsulfanylmethyl)-biphenyl-2-carboxylic acid ethyl ester (2.1 g, 6.64 mmol, 1 eq.) in anhydrous THF was treated with phenol (0.88 g, 9.30 mmol, 1.4 eq.), triphenylphosphine (2.44 g, 9.30 mmol, 1.4 eq.), and diisopropyl azidocarboxylate (1.88 g, 1.83 mL, 9.30 mmol, 1.4 eq.). When complete, the reaction w... Reactants: FC1=C(C=CC=C1F)C1=CC=C(C=C1)OCCCCCCCCCCCO (2,3-difluoro-4'-(11-hydroxyundecyl)oxybiphenyl), P(Br)(Br)Br (phosphorus tribromide), O (water). Solvent: C(Cl)(Cl)(Cl)Cl (carbon tetrachloride), C(Cl)(Cl)(Cl)Cl (carbon tetrachloride). Reaction conditions: time 3 hour. Yields the product FC1=C(C=CC=C1F)C1=CC=C(C=C1)OCCCCCCCCCCCBr (2,3-difluoro-4'-(11-bromoundecyl)oxybiphenyl). Yield: 120.5%. Reaction SMILES: [F:1][C:2]1[C:7]([F:8])=[CH:6][CH:5]=[CH:4][C:3]=1[C:9]1[CH:14]=[CH:13][C:12]([O:15][CH2:16][CH2:17][CH2:18][CH2:19][CH2:20][CH2:21][CH2:22][CH2:23][CH2:24][CH2:25][CH2:26]O)=[CH:11][CH:10]=1.O.P(Br)(Br)[Br:30]>C(Cl)(Cl)(Cl)Cl>[F:1][C:2]1[C:7]([F:8])=[CH:6][CH:5]=[CH:4][C:3]=1[C:9]1[CH:14]=[CH:13][C:12]([O:15][CH2:16][CH2:17][CH2:18][CH2:19][CH2:20][CH2:21][CH2:22][CH2:23][CH2:24][CH2:25][CH2:26][Br:30])=[CH:11][CH:10]=1. Procedure: First, 8 g of 2,3-difluoro-4'-(11-hydroxyundecyl)oxybiphenyl and 100 ml of carbon tetrachloride were placed in a 200 ml flask. A solution in which 2.3 g of phosphorus tribromide was dissolved in 50 ml of carbon tetrachloride was added dropwise to the reaction mixture under ice water cooling, and the resultant reaction mixture was stirred at room temperature for 3 hours and under reflux for 2 hours. The reaction mixture was poured into water, and an organic layer was extracted with ether. The eth...